From a dataset of the Open Reaction Database (ORD), a public repository of structured organic reaction records. describe an organic reaction: reactants, conditions, products, and yield The reactants are CC(CCCC(O)(CO[SiH](c1ccccc1)c1ccccc1)C1CCC(O)(CBr)O1)CC(C)(C)C, COC1(CBr)CCC(C(C)(O)CCCC(C)COCc2ccccc2)O1. The product is COC1(CBr)CCC(C(O)(CCCC(C)CC(C)(C)C)CO[SiH](c2ccccc2)c2ccccc2)O1. RXN SMILES: [C:1]([CH3:2])([CH3:3])([CH3:4])[CH2:5][CH:6]([CH2:7][CH2:8][CH2:9][C:10]([CH2:11][O:12][SiH:13]([c:14]1[cH:15][cH:16][cH:17][cH:18][cH:19]1)[c:20]1[cH:21][cH:22][cH:23][cH:24][cH:25]1)([OH:26])[CH:27]1[CH2:28][CH2:29][C:30]([OH:32])([CH2:33][Br:34])[O:31]1)[CH3:35].[CH2:36]([O:37][CH2:38][CH:39]([CH3:40])[CH2:41][CH2:42][CH2:43][C:44]([CH:45]1[O:46][C:47]([CH2:48][Br:49])([O:50][CH3:51])[CH2:52][CH2:53]1)([OH:54])[CH3:55])[c:56]1[cH:57][cH:58][cH:59][cH:60][cH:61]1>>[C:1]([CH3:2])([CH3:3])([CH3:4])[CH2:5][CH:6]([CH2:7][CH2:8][CH2:9][C:10]([CH2:11][O:12][SiH:13]([c:14]1[cH:15][cH:16][cH:17][cH:18][cH:19]1)[c:20]1[cH:21][cH:22][cH:23][cH:24][cH:25]1)([OH:26])[CH:27]1[CH2:28][CH2:29][C:30]([O:32][CH3:36])([CH2:33][Br:34])[O:31]1)[CH3:35]. Starting materials: O1CC1COC1=CC=C(C=C1)C(=O)OC(C)(C)C (1,2-epoxy-3-[4-(tert-butoxycarbonyl)phenoxy]propane), OC1=CC=C(C=C1)CCCO[Si](C1=CC=CC=C1)(C1=CC=CC=C1)C(C)(C)C (3-(4-hydroxyphenyl)-1-(tert-butyldiphenylsilyloxy)propane), N12CCN(CC1)CC2 (1,4-diazabicyclo[2,2,2]octane). Solvent: C(C)(=O)OCC (ethyl acetate), CN(C=O)C (N,N-dimethylformamide). Conditions: temperature 70 celsius. Product: [Si](C1=CC=CC=C1)(C1=CC=CC=C1)(C(C)(C)C)OCCCC1=CC=C(OCC(COC2=CC=C(C=C2)C(=O)OC(C)(C)C)O)C=C1 (3-[4-[3-(tert-Butyldiphenylsilyloxy)propyl]phenoxy]-1-[4-(tert-butoxy carbonyl)phenoxy]-2-propanol). Isolated yield 58.7%. Reaction SMILES: [O:1]1[CH:3]([CH2:4][O:5][C:6]2[CH:11]=[CH:10][C:9]([C:12]([O:14][C:15]([CH3:18])([CH3:17])[CH3:16])=[O:13])=[CH:8][CH:7]=2)[CH2:2]1.[OH:19][C:20]1[CH:25]=[CH:24][C:23]([CH2:26][CH2:27][CH2:28][O:29][Si:30]([C:43]([CH3:46])([CH3:45])[CH3:44])([C:37]2[CH:42]=[CH:41][CH:40]=[CH:39][CH:38]=2)[C:31]2[CH:36]=[CH:35][CH:34]=[CH:33][CH:32]=2)=[CH:22][CH:21]=1.N12CCN(CC1)CC2>CN(C)C=O.C(OCC)(=O)C>[Si:30]([O:29][CH2:28][CH2:27][CH2:26][C:23]1[CH:24]=[CH:25][C:20]([O:19][CH2:2][CH:3]([OH:1])[CH2:4][O:5][C:6]2[CH:11]=[CH:10][C:9]([C:12]([O:14][C:15]([CH3:18])([CH3:17])[CH3:16])=[O:13])=[CH:8][CH:7]=2)=[CH:21][CH:22]=1)([C:43]([CH3:45])([CH3:46])[CH3:44])([C:31]1[CH:36]=[CH:35][CH:34]=[CH:33][CH:32]=1)[C:37]1[CH:38]=[CH:39][CH:40]=[CH:41][CH:42]=1. Procedure details: A mixture of 1,2-epoxy-3-[4-(tert-butoxycarbonyl)phenoxy]propane (5.11 g, 20.4 mmol) [S. P. Connors, et al., J. Med. Chem., 1991, 34, 1570] and 3-(4-hydroxyphenyl)-1-(tert-butyldiphenylsilyloxy)propane (7.97 g, 20.4 mmol) in N,N-dimethylformamide (50 ml) was treated with 1,4-diazabicyclo[2,2,2]octane (0.45 g) and the resulting mixture was heated at 70° C. for 48 hours. The cooled mixture was diluted with ethyl acetate, washed with water, saturated sodium bicarbonate and dried (magnesium sulfate)... Starting materials: CC(C)(C)S(=O)\N=C/C=1C=NC(=NC1)C(F)(F)F (2-methyl-N-{(1Z)-[2-(trifluoromethyl)pyrimidin-5-yl]methylene}propane-2-sulfinamide), C[Li] (methyllithium). Solvent: C1(=CC=CC=C1)C (toluene). Conditions: temperature -70 celsius, time 15 minute. Yields the product CC(C)(C)S(=O)N[C@H](C)C=1C=NC(=NC1)C(F)(F)F (2-Methyl-N-{(1R)-1-[2-(trifluoromethyl)pyrimidin-5-yl]ethyl}propane-2-sulfinamide). The yield is 47.8%. Reaction SMILES: [CH3:1][C:2]([S:5](/[N:7]=[CH:8]\[C:9]1[CH:10]=[N:11][C:12]([C:15]([F:18])([F:17])[F:16])=[N:13][CH:14]=1)=[O:6])([CH3:4])[CH3:3].[CH3:19][Li]>C1(C)C=CC=CC=1>[CH3:4][C:2]([S:5]([NH:7][C@@H:8]([C:9]1[CH:14]=[N:13][C:12]([C:15]([F:18])([F:17])[F:16])=[N:11][CH:10]=1)[CH3:19])=[O:6])([CH3:1])[CH3:3]. Procedure details: To a solution of 2-methyl-N-{(1Z)-[2-(trifluoromethyl)pyrimidin-5-yl]methylene}propane-2-sulfinamide (14.3 g, 51.2 mmol) in toluene (260 mL) at −70° C. was added methyllithium (1.6 M; 35.0 mL, 56.0 mmol). The mixture was stirred at −70° C. for 15 min. The mixture was quenched with sat. NH4Cl and the reaction was allowed to warm to ambient temperature. The mixture was extracted with dichloromethane (3×). The combined organic extracts was dried over Na2SO4, filtered and concentrated. Purification ... Yields the product C(CCCCCCCCCCCCCCC)NC1=CC=C(C(=O)CC(=O)OCC)C=C1 (Ethyl p-(hexadecylamino)benzoylacetate). Conditions: time 3 hour. Reported procedure: A solution of 3.0 g. of t-butyl ethyl p-(hexadecylamino)benzoylmalonate in 10 ml. of trifluoroacetic acid is warmed with stirring for 3 hours. The solution is poured onto ice and neutralized with potassium hydroxide. The resulting precipitate is washed with water and dried. Recrystallization from chloroform gives the desired product. Reactants: C(CCCCCCCCCCCCCCC)NC1=CC=C(C(=O)C(C(=O)OC(C)(C)C)C(=O)OCC)C=C1 (t-butyl ethyl p-(hexadecylamino)benzoylmalonate), FC(C(=O)O)(F)F (trifluoroacetic acid), [OH-].[K+] (potassium hydroxide). Reaction SMILES: [CH2:1]([NH:17][C:18]1[CH:38]=[CH:37][C:21]([C:22]([CH:24](C(OCC)=O)[C:25]([O:27][C:28](C)(C)[CH3:29])=[O:26])=[O:23])=[CH:20][CH:19]=1)[CH2:2][CH2:3][CH2:4][CH2:5][CH2:6][CH2:7][CH2:8][CH2:9][CH2:10][CH2:11][CH2:12][CH2:13][CH2:14][CH2:15][CH3:16].FC(F)(F)C(O)=O.[OH-].[K+]>>[CH2:1]([NH:17][C:18]1[CH:19]=[CH:20][C:21]([C:22]([CH2:24][C:25]([O:27][CH2:28][CH3:29])=[O:26])=[O:23])=[CH:37][CH:38]=1)[CH2:2][CH2:3][CH2:4][CH2:5][CH2:6][CH2:7][CH2:8][CH2:9][CH2:10][CH2:11][CH2:12][CH2:13][CH2:14][CH2:15][CH3:16] |f:2.3|.